Dataset: the Open Reaction Database (ORD), a public repository of structured organic reaction records. Task: describe an organic reaction: reactants, conditions, products, and yield Starting materials: aqueous solution, [OH-].[Na+] (sodium hydroxide), NC1=C(C=C(C=C1)O)F (4-Amino-3-fluorophenol), CC(C)([O-])C.[K+] (potassium tert-butoxide), ClC1=CC(=NC=C1)C(=O)N (4-Chloropyridine-2-carboxamide). The solvent is CS(=O)C (dimethyl sulfoxide). Run at time 15 minute. Product: NC1=C(C=C(OC2=CC(=NC=C2)C(=O)N)C=C1)F (4-(4-Amino-3-fluorophenoxy)pyridine-2-carboxamide). Isolated yield 74.5%. Reaction SMILES: [NH2:1][C:2]1[CH:7]=[CH:6][C:5]([OH:8])=[CH:4][C:3]=1[F:9].CC(C)([O-])C.[K+].Cl[C:17]1[CH:22]=[CH:21][N:20]=[C:19]([C:23]([NH2:25])=[O:24])[CH:18]=1.[OH-].[Na+]>CS(C)=O>[NH2:1][C:2]1[CH:7]=[CH:6][C:5]([O:8][C:17]2[CH:22]=[CH:21][N:20]=[C:19]([C:23]([NH2:25])=[O:24])[CH:18]=2)=[CH:4][C:3]=1[F:9] |f:1.2,4.5|. Procedure details: 4-Amino-3-fluorophenol (5.7 g) was dissolved in dimethyl sulfoxide (57 ml) under a nitrogen stream, potassium tert-butoxide (5.6 g) was added at room temperature, and the reaction mixture was stirred for 15 minutes. 4-Chloropyridine-2-carboxamide (5.0 g) was added to the reaction mixture, followed by stirring in an oil bath at 80° C. (external temperature) under a nitrogen stream for 50 minutes. The reaction mixture was allowed to cool down to room temperature. A 1N aqueous solution of sodium hy... Reactants: F[B-](F)(F)F, Nc1cnc(OCC(F)(F)F)c(Br)c1, CCN(C(C)C)C(C)C, CN(C)C=O, O=C(O)c1cccnc1, CN(C)C(On1nnc2ccccc21)=[N+](C)C. Product: O=C(Nc1cnc(OCC(F)(F)F)c(Br)c1)c1cccnc1. Reaction SMILES: [B-:10]([F:11])([F:12])([F:13])[F:14].[Br:41][c:42]1[cH:43][c:44]([NH2:54])[cH:45][n:46][c:47]1[O:48][CH2:49][C:50]([F:51])([F:52])[F:53].[CH:32]([N:33]([CH2:34][CH3:35])[CH:36]([CH3:37])[CH3:38])([CH3:39])[CH3:40].[O:55]=[CH:56][N:57]([CH3:58])[CH3:59].[OH:1][C:2](=[O:3])[c:4]1[cH:5][cH:6][cH:7][n:8][cH:9]1.[n:15]1([O:16][C:17]([N:18]([CH3:19])[CH3:20])=[N+:21]([CH3:22])[CH3:23])[c:24]2[cH:25][cH:26][cH:27][cH:28][c:29]2[n:30][n:31]1>>[C:2](=[O:3])([c:4]1[cH:5][cH:6][cH:7][n:8][cH:9]1)[NH:54][c:44]1[cH:43][c:42]([Br:41])[c:47]([O:48][CH2:49][C:50]([F:51])([F:52])[F:53])[n:46][cH:45]1.